Dataset: the Open Reaction Database (ORD), a public repository of structured organic reaction records. Task: describe an organic reaction: reactants, conditions, products, and yield The reactants are O=C([O-])[O-], Clc1cnc(Cl)cn1, [Cs+], [Cs+], CN(C)C=O, O, c1nc[nH]n1. Product: Clc1cnc(-n2cncn2)cn1. RXN SMILES: [C:14](=[O:15])([O-:16])[O-:17].[Cl:1][c:2]1[n:3][cH:4][c:5]([Cl:8])[n:6][cH:7]1.[Cs+:18].[Cs+:19].[O:21]=[CH:22][N:23]([CH3:24])[CH3:25].[OH2:20].[nH:9]1[n:10][cH:11][n:12][cH:13]1>>[c:2]1(-[n:9]2[n:10][cH:11][n:12][cH:13]2)[n:3][cH:4][c:5]([Cl:8])[n:6][cH:7]1.